describe an organic reaction: reactants, conditions, products, and yield From a dataset of the Open Reaction Database (ORD), a public repository of structured organic reaction records. Reactants: COC1=CC2=CC=CC=C2NC3=CC=CC=C31 (10-methoxyiminostilbene), ClCC(=O)O (monochloro-acetic acid), [O-]C#N.[Na+] (sodium cyanate). The solvent is C1(=CC=CC=C1)C (toluene). Run at temperature 40 celsius. Yields the product C=1C=CC2=C(C1)CC(=O)C=3C=CC=CC3N2C(=O)N (oxcarbazepine). Isolated yield 24.8%. RXN SMILES: C[O:2][C:3]1[C:17]2[C:12](=[CH:13][CH:14]=[CH:15][CH:16]=2)[NH:11][C:10]2[C:5](=[CH:6][CH:7]=[CH:8][CH:9]=2)[CH:4]=1.ClCC(O)=O.[O-:23][C:24]#[N:25].[Na+]>C1(C)C=CC=CC=1>[CH:7]1[CH:8]=[CH:9][C:10]2[N:11]([C:24]([NH2:25])=[O:23])[C:12]3[CH:13]=[CH:14][CH:15]=[CH:16][C:17]=3[C:3](=[O:2])[CH2:4][C:5]=2[CH:6]=1 |f:2.3|. Procedure details: A mixture of 100 gms of 10-methoxyiminostilbene in 1000 mL of toluene containing 106 gms of monochloro-acetic acid and 73 gms of sodium cyanate were heated to 40° C. under stirring and maintained for 4 hours. After completion of the reaction (monitored by HPLC and/or TLC), the mixture was cooled to room temperature, filtered and washed with 5% sodium carbonate solution followed by water. The toluene layer was then added to 1000 mL of 2N hydrochloric acid, and the mixture was heated to 75-80° C. ... Reactants: O1C(CCCC1)OCCOC1=NC=CC=C1N (2-[2-(tetrahydropyran-2-yloxy)-ethoxy]pyridin-3-ylamine), C[Al](C)C (AlMe3), C(C)OC(=O)C1=CNC=2CCCC3=C(C12)N=CC=C3 (3,4,5,6-tetrahydro-3,10-diazabenzo[e]azulene-1-carboxylic acid ethyl ester), O (water). The yield is 97.2%. Reaction conditions: time 1 hour. Product: O1C(CCCC1)OCCOC1=NC=CC=C1NC(=O)C1=CNC=2CCCC3=C(C12)N=CC=C3 (3,4,5,6-tetrahydro-3,10-diaza-benzo[e]azulene-1-carboxylic acid {2-[2-(tetrahydropyran-2-yloxy)-ethoxy]-pyridin-3-yl}amide). Procedure: To a solution of 2-[2-(tetrahydropyran-2-yloxy)-ethoxy]pyridin-3-ylamine (2.3 g, 9.7 mmol) in DCM (8 mL) is added AlMe3 (2M in toluene, 4.9 mL) at rt. After stirring at room temperature for 1 h, a solution of 3,4,5,6-tetrahydro-3,10-diazabenzo[e]azulene-1-carboxylic acid ethyl ester (500 mg, 1.95 mmol) in DCM (10 mL) is added. The mixture is refluxed overnight. On cooling, water (5 mL) is added, and the resulting mixture is extracted with DCM. The combined DCM extracts are dried and solvent remo... RXN SMILES: [O:1]1[CH2:6][CH2:5][CH2:4][CH2:3][CH:2]1[O:7][CH2:8][CH2:9][O:10][C:11]1[C:16]([NH2:17])=[CH:15][CH:14]=[CH:13][N:12]=1.C[Al](C)C.C([O:24][C:25]([C:27]1[C:36]2[C:35]3[N:37]=[CH:38][CH:39]=[CH:40][C:34]=3[CH2:33][CH2:32][CH2:31][C:30]=2[NH:29][CH:28]=1)=O)C.O>C(Cl)Cl>[O:1]1[CH2:6][CH2:5][CH2:4][CH2:3][CH:2]1[O:7][CH2:8][CH2:9][O:10][C:11]1[C:16]([NH:17][C:25]([C:27]2[C:36]3[C:35]4[N:37]=[CH:38][CH:39]=[CH:40][C:34]=4[CH2:33][CH2:32][CH2:31][C:30]=3[NH:29][CH:28]=2)=[O:24])=[CH:15][CH:14]=[CH:13][N:12]=1. Run in C(Cl)Cl (DCM), C(Cl)Cl (DCM).